Dataset: the Open Reaction Database (ORD), a public repository of structured organic reaction records. Task: describe an organic reaction: reactants, conditions, products, and yield The reactants are C(C(=O)Cl)(=O)Cl (Oxalyl chloride), C(C)(=O)C=1C=CC(=C(C(=O)O)C1)OCC (5-acetyl-2-ethoxybenzoic acid). Solvent: ClCCl (dichloromethane), CN(C=O)C (dimethylformamide). Conditions: time 3 hour. Product: C(C)(=O)C=1C=CC(=C(C(=O)Cl)C1)OCC (5-Acetyl-2-ethoxybenzoyl chloride). As a reaction SMILES: [C:1](Cl)(=O)[C:2]([Cl:4])=[O:3].[C:7]([C:10]1[CH:11]=[CH:12][C:13]([O:19][CH2:20][CH3:21])=C([CH:18]=1)C(O)=O)(=[O:9])[CH3:8]>ClCCl.CN(C)C=O>[C:7]([C:10]1[CH:11]=[CH:12][C:13]([O:19][CH2:20][CH3:21])=[C:1]([CH:18]=1)[C:2]([Cl:4])=[O:3])(=[O:9])[CH3:8]. Procedure: Oxalyl chloride (3.66 g, 0.029 mol) was added dropwise to a stirred solution of 5-acetyl-2-ethoxybenzoic acid (3.0 g, 0.014 mol) in dichloromethane (15 ml) and dimethylformamide (0.1 ml). After 3 hours at room temperature, the solvent was removed by evaporation under vacuum and the residue azeotroped with hexane (3×30 ml) to give the title compound, which was used without further purification. The solvent is CN(C=O)C (N,N-dimethylformamide), O (water). Procedure: 2.20 g (2.00 mol) of 2,2-bis(4-nitrobenzyl)-1,3di[(2E)-3-{4-[(4-(4,4,4-trifluorobutoxy)benzoyl)oxy]phenyl}prop-2-enoyl]propanediol are dissolved in a mixture of 25 ml of N,N-dimethylformamide and 3 ml water. 3.25 g (12.01 mmol) ferric chloride hexahydrate are added. 1.31 g (20.02 mmol) Zinc powder are added portionwise within 40 min. The mixture is allowed to react for 2 hours. The reaction mixture is then partitioned between ethyl acetate and water and filtered. The organic phase is washed repe... The reagents and catalysts are [Zn] (Zinc). The product is NC1=CC=C(CC(C(O)(O)C(\C=C\C2=CC=C(C=C2)OC(C2=CC=C(C=C2)OCCCC(F)(F)F)=O)=O)(CC(\C=C\C2=CC=C(C=C2)OC(C2=CC=C(C=C2)OCCCC(F)(F)F)=O)=O)CC2=CC=C(C=C2)N)C=C1 (2,2-bis(4-aminobenzyl)-1,3di[(2E)-3-{4-[(4-(4,4,4-trifluorobutoxy)benzoyl)oxy]phenyl}prop-2-enoyl]propanediol). Reactants: CCCCCC (hexane), [N+](=O)([O-])C1=CC=C(CC(C(O)(O)C(\C=C\C2=CC=C(C=C2)OC(C2=CC=C(C=C2)OCCCC(F)(F)F)=O)=O)(CC(\C=C\C2=CC=C(C=C2)OC(C2=CC=C(C=C2)OCCCC(F)(F)F)=O)=O)CC2=CC=C(C=C2)[N+](=O)[O-])C=C1 (2,2-bis(4-nitrobenzyl)-1,3di[(2E)-3-{4-[(4-(4,4,4-trifluorobutoxy)benzoyl)oxy]phenyl}prop-2-enoyl]propanediol), ferric chloride hexahydrate. RXN SMILES: [N+:1]([C:4]1[CH:79]=[CH:78][C:7]([CH2:8][C:9]([CH2:68][C:69]2[CH:74]=[CH:73][C:72]([N+:75]([O-])=O)=[CH:71][CH:70]=2)([CH2:40][C:41](=[O:67])/[CH:42]=[CH:43]/[C:44]2[CH:49]=[CH:48][C:47]([O:50][C:51](=[O:66])[C:52]3[CH:57]=[CH:56][C:55]([O:58][CH2:59][CH2:60][CH2:61][C:62]([F:65])([F:64])[F:63])=[CH:54][CH:53]=3)=[CH:46][CH:45]=2)[C:10]([C:13](=[O:39])/[CH:14]=[CH:15]/[C:16]2[CH:21]=[CH:20][C:19]([O:22][C:23](=[O:38])[C:24]3[CH:29]=[CH:28][C:27]([O:30][CH2:31][CH2:32][CH2:33][C:34]([F:37])([F:36])[F:35])=[CH:26][CH:25]=3)=[CH:18][CH:17]=2)([OH:12])[OH:11])=[CH:6][CH:5]=1)([O-])=O.CCCCCC>CN(C)C=O.O.[Zn]>[NH2:75][C:72]1[CH:73]=[CH:74][C:69]([CH2:68][C:9]([CH2:8][C:7]2[CH:78]=[CH:79][C:4]([NH2:1])=[CH:5][CH:6]=2)([CH2:40][C:41](=[O:67])/[CH:42]=[CH:43]/[C:44]2[CH:49]=[CH:48][C:47]([O:50][C:51](=[O:66])[C:52]3[CH:57]=[CH:56][C:55]([O:58][CH2:59][CH2:60][CH2:61][C:62]([F:63])([F:64])[F:65])=[CH:54][CH:53]=3)=[CH:46][CH:45]=2)[C:10]([C:13](=[O:39])/[CH:14]=[CH:15]/[C:16]2[CH:17]=[CH:18][C:19]([O:22][C:23](=[O:38])[C:24]3[CH:25]=[CH:26][C:27]([O:30][CH2:31][CH2:32][CH2:33][C:34]([F:37])([F:36])[F:35])=[CH:28][CH:29]=3)=[CH:20][CH:21]=2)([OH:11])[OH:12])=[CH:70][CH:71]=1. The yield is 0.1%.